The task is: describe an organic reaction: reactants, conditions, products, and yield. This data is from the Open Reaction Database (ORD), a public repository of structured organic reaction records. Starting materials: 22.5, C(C)(C)(C)N (tert-butylamine), BrC1=CC=C(C(=O)Cl)C=C1 (4-bromo-benzoyl chloride). Solvent: C(Cl)Cl (methylene chloride), C(Cl)Cl (methylene chloride). Run at temperature 0 celsius. Yields the product BrC1=CC=C(C(=O)NC(C)(C)C)C=C1 (4-bromo-N-tert-butyl-benzamide). RXN SMILES: [C:1]([NH2:5])([CH3:4])([CH3:3])[CH3:2].[Br:6][C:7]1[CH:15]=[CH:14][C:10]([C:11](Cl)=[O:12])=[CH:9][CH:8]=1>C(Cl)Cl>[Br:6][C:7]1[CH:15]=[CH:14][C:10]([C:11]([NH:5][C:1]([CH3:4])([CH3:3])[CH3:2])=[O:12])=[CH:9][CH:8]=1. Procedure: A mixture of 22.5 1 of methylene chloride and 3030 ml of tert-butylamine is cooled to 0° C. Then a solution of 3 kg of 4-bromo-benzoyl chloride in 15 1 of methylene chloride is added in portions. The mixture is cooled to 0°-5° C. and then stirred over night at room temperature. The reaction mixture is filtered and the filtrate washed with 5 1 of methylene chloride, three times with 5 1 of 3 N HCl, twice with 4 1 of NaHCO3 and twice with 2 l of brine. The organic layer is dried over Na2SO4 and ev... Reactants: COC(=O)C(=O)OC, CC(=O)c1ccccn1, C[O-], CO, [Na+], O. The product is COC(=O)C(=O)CC(=O)c1ccccn1. Reaction SMILES: [C:10]([C:11](=[O:12])[O:13][CH3:14])(=[O:15])[O:16][CH3:17].[C:1]([CH3:2])(=[O:3])[c:4]1[n:5][cH:6][cH:7][cH:8][cH:9]1.[CH3:18][O-:19].[CH3:22][OH:23].[Na+:20].[OH2:21]>>[C:1]([CH2:2][C:10]([C:11](=[O:12])[O:13][CH3:14])=[O:15])(=[O:3])[c:4]1[n:5][cH:6][cH:7][cH:8][cH:9]1. The reactants are CCOCC, Cc1ccc(CC2CCNCC2)cc1, O=C1Cc2cc(NC(=O)C(=O)O)ccc2N1. Yields the product Cc1ccc(CC2CCN(C(=O)C(=O)Nc3ccc4c(c3)CC(=O)N4)CC2)cc1. Reaction SMILES: [CH2:31]([O:32][CH2:33][CH3:34])[CH3:35].[CH3:17][c:18]1[cH:19][cH:20][c:21]([CH2:22][CH:23]2[CH2:24][CH2:25][NH:26][CH2:27][CH2:28]2)[cH:29][cH:30]1.[O:1]=[C:2]1[NH:3][c:4]2[cH:5][cH:6][c:7]([NH:11][C:12]([C:13](=[O:14])[OH:15])=[O:16])[cH:8][c:9]2[CH2:10]1>>[O:1]=[C:2]1[NH:3][c:4]2[cH:5][cH:6][c:7]([NH:11][C:12]([C:13](=[O:15])[N:26]3[CH2:25][CH2:24][CH:23]([CH2:22][c:21]4[cH:20][cH:19][c:18]([CH3:17])[cH:30][cH:29]4)[CH2:28][CH2:27]3)=[O:16])[cH:8][c:9]2[CH2:10]1. The reactants are NC1=C(C=C(C(=C1)Cl)Cl)C1=C(C(NN1)=O)C(=O)OCC (ethyl 5-(2-amino-4,5-dichlorophenyl)-3-oxo-2,3-dihydro-1H-pyrazole-4-carboxylate), C(C)O (ethanol). The solvent is CN(C=O)C (dimethylformamide). Product: ClC=1C(=CC=2C3=C(C(=NC2C1)O)C(NN3)=O)Cl (7,8-Dichloro-4-hydroxy-2,3-dihydro-1H-pyrazolo[4,3-c]quinolin-3-one). Reaction SMILES: [NH2:1][C:2]1[CH:7]=[C:6]([Cl:8])[C:5]([Cl:9])=[CH:4][C:3]=1[C:10]1[NH:14][NH:13][C:12](=[O:15])[C:11]=1[C:16]([O:18]CC)=O.C(O)C>CN(C)C=O>[Cl:8][C:6]1[C:5]([Cl:9])=[CH:4][C:3]2[C:10]3[NH:14][NH:13][C:12](=[O:15])[C:11]=3[C:16]([OH:18])=[N:1][C:2]=2[CH:7]=1. Procedure details: 0.63 g (0.002 mol) of ethyl 5-(2-amino-4,5-dichlorophenyl)-3-oxo-2,3-dihydro-1H-pyrazole-4-carboxylate was dissolved in 10 ml of dimethylformamide and boiled under reflux for 1/2 hr. The mixture was cooled, the suspension was treated with 50 ml of ethanol, suction filtered and dried in a vacuum. Yield: 0.18 g (33%) of 7,8-dichloro-4-hydroxy-2,3-dihydro-1H-pyrazolo[4,3-c]quinolin-3-one as beige crystals; m.p. >350° C.